This data is from the Open Reaction Database (ORD), a public repository of structured organic reaction records. The task is: describe an organic reaction: reactants, conditions, products, and yield Starting materials: S(=O)(=O)(O)C1=CC=C(C2=CC=CC=C12)C(=O)OC(=O)C1=CC=C(C2=CC=CC=C12)S(=O)(=O)O (4-sulfonaphthalic anhydride), [K] (potassium), [OH-].[K+] (potassium hydroxide), C([O-])([O-])=O.[K+].[K+] (potassium carbonate), C(C1=CC=CC=C1)Br (benzyl bromide). Yields the product C(C1=CC=CC=C1)OC1=CC=C(C2=CC=CC=C12)C(=O)OC(=O)C1=CC=C(C2=CC=CC=C12)OCC1=CC=CC=C1 (4-benzyloxy naphthalic anhydride). As a reaction SMILES: S([C:5]1[C:14]2[C:9](=[CH:10][CH:11]=[CH:12][CH:13]=2)[C:8]([C:15]([O:17][C:18]([C:20]2[C:29]3[C:24](=[CH:25][CH:26]=[CH:27][CH:28]=3)[C:23](S(O)(=O)=O)=[CH:22][CH:21]=2)=[O:19])=[O:16])=[CH:7][CH:6]=1)(O)(=O)=O.[K].[OH-:35].[K+].[C:37](=[O:40])([O-])[O-].[K+].[K+].[CH2:43](Br)[C:44]1[CH:49]=[CH:48][CH:47]=[CH:46][CH:45]=1>>[CH2:43]([O:35][C:5]1[C:14]2[C:9](=[CH:10][CH:11]=[CH:12][CH:13]=2)[C:8]([C:15]([O:17][C:18]([C:20]2[C:29]3[C:24](=[CH:25][CH:26]=[CH:27][CH:28]=3)[C:23]([O:40][CH2:37][C:5]3[CH:14]=[CH:9][CH:8]=[CH:7][CH:6]=3)=[CH:22][CH:21]=2)=[O:19])=[O:16])=[CH:7][CH:6]=1)[C:44]1[CH:49]=[CH:48][CH:47]=[CH:46][CH:45]=1 |f:2.3,4.5.6,^1:33|. Procedure details: 4-sulfonaphthalic anhydride (Orlex Chemical Corp., Fairlawn, N.J.) or the corresponding potassium salt (Aldrich Chemical Co., Milwaukee, Wis.) is fused with molten potassium hydroxide, cooled, and acidified. The resulting 4-hydroxynaphthalic anhydride is removed by filtration and treated with one equivalent of potassium carbonate and benzyl bromide to obtain 4-benzyloxy naphthalic anhydride. Lithium tetrahydride aluminate (lithium aluminum hydride) reduction in tetrahydrofuran for 3 h at reflux ... Starting materials: ClC1=CC(=NC=2N1N=CC2)CC (7-Chloro-5-ethylpyrazolo[1,5-a]pyrimidine), NC(=S)N (thiourea). The solvent is C(C)O (ethanol). The product is C(C)C1=NC=2N(C(=C1)S)N=CC2 (5-Ethylpyrazolo[1,5-a]pyrimidine-7-thiol). As a reaction SMILES: Cl[C:2]1[N:7]2[N:8]=[CH:9][CH:10]=[C:6]2[N:5]=[C:4]([CH2:11][CH3:12])[CH:3]=1.NC(N)=[S:15]>C(O)C>[CH2:11]([C:4]1[CH:3]=[C:2]([SH:15])[N:7]2[N:8]=[CH:9][CH:10]=[C:6]2[N:5]=1)[CH3:12]. Procedure details: 5.0 g (27.5 mmol) of the chloride from Example 1, Step B and 4.2 g (55.2 mmol) thiourea were heated in 100 ml dry ethanol for 5 h. The solvent was distilled off in vacuo and the residue crystallized from ethanol / water to give the title compound in yellow crystals, m.p. 178°-180° C.